This data is from the Open Reaction Database (ORD), a public repository of structured organic reaction records. The task is: describe an organic reaction: reactants, conditions, products, and yield The reactants are C1=CC=CC=2C(C3=C(C=CC21)C=CC=C3)=C3CCN(CC3)C(CNC(=O)C[C@@H]3C(C3)(C)C)=O ((1R)—N-{2-[4-(5H-dibenzo[a,d][7]annulen-5-ylidene)-1-piperidinyl]-2-oxoethyl}-2,2-dimethylcyclopropanecarboxyamide). The reagents and catalysts are [C].[Pd] (palladium carbon). Solvent: C(C)O (ethanol), [H][H] (hydrogen). Product: C1=CC=CC=2C(C3=C(CCC21)C=CC=C3)=C3CCN(CC3)C(CNC(=O)C[C@@H]3C(C3)(C)C)=O ((1R)—N-{2-[4-(10,11-dihydro-5H-dibenzo[a,d][7]annulen-5-ylidene)-1-piperidinyl]-2-oxoethyl}-2,2-dimethylcyclopropane carboxyamide). As a reaction SMILES: [CH:1]1[C:11]2[CH:10]=[CH:9][C:8]3[CH:12]=[CH:13][CH:14]=[CH:15][C:7]=3[C:6](=[C:16]3[CH2:21][CH2:20][N:19]([C:22](=[O:33])[CH2:23][NH:24][C:25]([CH2:27][C@H:28]4[CH2:30][C:29]4([CH3:32])[CH3:31])=[O:26])[CH2:18][CH2:17]3)[C:5]=2[CH:4]=[CH:3][CH:2]=1>C(O)C.[H][H].[C].[Pd]>[CH:1]1[C:11]2[CH2:10][CH2:9][C:8]3[CH:12]=[CH:13][CH:14]=[CH:15][C:7]=3[C:6](=[C:16]3[CH2:17][CH2:18][N:19]([C:22](=[O:33])[CH2:23][NH:24][C:25]([CH2:27][C@H:28]4[CH2:30][C:29]4([CH3:31])[CH3:32])=[O:26])[CH2:20][CH2:21]3)[C:5]=2[CH:4]=[CH:3][CH:2]=1 |f:3.4|. Procedure details: 72.8 mg of palladium carbon (10% w/v) was added to 72.8 mg (0.171 mmol) of (1R)—N-{2-[4-(5H-dibenzo[a,d][7]annulen-5-ylidene)-1-piperidinyl]-2-oxoethyl}-2,2-dimethylcyclopropanecarboxyamide in 10 ml of ethanol, and they were stirred at 4.0 MPa in hydrogen gas atmosphere overnight. After the filtration, the solvent was evaporated under reduced pressure to obtain the title compound. Starting materials: COC=1C=C2CC(C(C2=CC1OC)=O)=NO (5,6-dimethoxy-2-hydroxyimino-1-indanone), S(O)(O)(=O)=O (sulfuric acid). Reagents/catalysts: [Pd] (Pd/C). Run in O (water), C(C)(=O)O (acetic acid). The product is COC=1C=C2CC(CC2=CC1OC)N (5.6-dimethoxy-2-indanylamine). Reaction SMILES: [CH3:1][O:2][C:3]1[CH:4]=[C:5]2[C:9](=[CH:10][C:11]=1[O:12][CH3:13])[C:8](=O)[C:7](=[N:15]O)[CH2:6]2.S(=O)(=O)(O)O>C(O)(=O)C.O.[Pd]>[CH3:13][O:12][C:11]1[CH:10]=[C:9]2[C:5](=[CH:4][C:3]=1[O:2][CH3:1])[CH2:6][CH:7]([NH2:15])[CH2:8]2. Reported procedure: A solution of 5,6-dimethoxy-2-hydroxyimino-1-indanone (0.27 moles, 6 g) in glacial acetic acid (500 ml) is added with 96% sulfuric acid (3.3 ml) and 10% Pd/C (1.5 g). The mixture is hydrogenated in a Parr apparatus (r.t., 35 psi). When the hydrogen absorption ceases, the catalyst is filtered off through celite, washing with methanol (70 ml). The solution is evaporated to dryness, to obtain a white solid which is dissolved in water, then extracted with ethyl acetate (2×70 ml). The aqueous solutio... Starting materials: ClCCCBr, CC(C)=O, Cl, Cl, FC(F)(F)c1cccc(N2CCNCC2)c1, [Na+], [OH-], O. The product is FC(F)(F)c1cccc(N2CCN(CCCCl)CC2)c1. As a reaction SMILES: [Br:20][CH2:21][CH2:22][CH2:23][Cl:24].[CH3:26][C:27](=[O:28])[CH3:29].[ClH:25].[ClH:3].[F:4][C:5]([c:6]1[cH:7][c:8]([N:12]2[CH2:13][CH2:14][NH:15][CH2:16][CH2:17]2)[cH:9][cH:10][cH:11]1)([F:18])[F:19].[Na+:2].[OH-:1].[OH2:30]>>[F:4][C:5]([c:6]1[cH:7][c:8]([N:12]2[CH2:13][CH2:14][N:15]([CH2:21][CH2:22][CH2:23][Cl:24])[CH2:16][CH2:17]2)[cH:9][cH:10][cH:11]1)([F:18])[F:19]. The reactants are IC=1C=C(N)C=CC1 (3-Iodoaniline), ClC1=NC=NC2=CC=C(C=C12)[N+](=O)[O-] (4-chloro-6-nitroquinazoline). RXN SMILES: [I:1][C:2]1[CH:3]=[C:4]([CH:6]=[CH:7][CH:8]=1)[NH2:5].Cl[C:10]1[C:19]2[C:14](=[CH:15][CH:16]=[C:17]([N+:20]([O-:22])=[O:21])[CH:18]=2)[N:13]=[CH:12][N:11]=1>C(O)(C)C>[I:1][C:2]1[CH:3]=[C:4]([NH:5][C:10]2[C:19]3[C:14](=[CH:15][CH:16]=[C:17]([N+:20]([O-:22])=[O:21])[CH:18]=3)[N:13]=[CH:12][N:11]=2)[CH:6]=[CH:7][CH:8]=1. Product: IC=1C=C(C=CC1)NC1=NC=NC2=CC=C(C=C12)[N+](=O)[O-] (4-[(3-iodophenyl)amino]-6-nitroquinazoline). Isolated yield 26.8%. Solvent: C(C)(C)O (iso-propylalcohol). Procedure: 3-Iodoaniline (12.57 grams, 57 mmol) was reacted with 4-chloro-6-nitroquinazoline (4 grams, 57 mmol), in iso-propylalcohol, as is described hereinabove, to give 4-[(3-iodophenyl)amino]-6-nitroquinazoline (5.99 grams, 78% yield), which was thereafter reacted (620 mg, 1.58 mmol) with hydrazine hydrate and Raney®Nickel, according to the procedure described hereinabove, to give 4-[(3-iodophenyl)amino]-6-aminoquinazoline (180 mg, 31% yield).